This data is from the Open Reaction Database (ORD), a public repository of structured organic reaction records. The task is: describe an organic reaction: reactants, conditions, products, and yield The reactants are [Bn2NH2][OCOCF3], C (charcoal), C(CCC=O)=O (Succinaldehyde), N1[C@H](C(=O)O)CCC1 ((S)-Proline), C1CCOC1 (THF). The solvent is CC1CCCO1 (2-MeTHF). Reaction conditions: time 10 minute. The product is OC1C[C@H]2[C@@H](O1)CC(=C2)C=O ((3aR,6aS)-2-Hydroxy-3,3a,6,6a-tetrahydro-2H-cyclopenta[b]furan-5-carbaldehyde). RXN SMILES: C(=O)[CH2:2][CH2:3][CH:4]=[O:5].N1[CH2:14][CH2:13][CH2:12][C@H:8]1[C:9]([OH:11])=[O:10].C1COCC1.C>CC1OCCC1>[OH:10][CH:9]1[O:11][C@H:13]2[CH2:14][C:3]([CH:4]=[O:5])=[CH:2][C@H:12]2[CH2:8]1. Reported procedure: The solution of succinaldehyde 8 from the first step (50.6 g, 0.588 mol) in 2-MeTHF was stirred at r.t. (S)-Proline (1.35 g, 11.8 mmol, 0.02 eq.) was added as a solid (Note: The reaction turns from a colourless suspension to a pink suspension over 10 min) and the reaction stirred at r.t. for 20 h. THF (294 ml) was added, followed by [Bn2NH2][OCOCF3] (3.67 g, 11.8 mmol, 0.02 eq.). The reaction was stirred for a further 20 h. Note: The reaction turns to a dark maroon suspension over 20 h. Activate... Reactants: FC(C(=O)N1CCC2=C(CC1)C=CC(=C2)C=O)(F)F (3-Trifluoracetyl-2,3,4,5-tetrahydro-1H-3-benzazepine-7-carbaldehyde), Cl.NO (hydroxylamine hydrochloride). The solvent is N1=CC=CC=C1 (pyridine). The product is FC(C(=O)N1CCC2=C(CC1)C=CC(=C2)C=NO)(F)F (3-trifluoracetyl-2,3,4,5-tetrahydro-1H-3-benzazepine-7-carbaldehyde oxime). Isolated yield 81.5%. RXN SMILES: [F:1][C:2]([F:19])([F:18])[C:3]([N:5]1[CH2:11][CH2:10][C:9]2[CH:12]=[CH:13][C:14]([CH:16]=O)=[CH:15][C:8]=2[CH2:7][CH2:6]1)=[O:4].Cl.[NH2:21][OH:22]>N1C=CC=CC=1>[F:1][C:2]([F:19])([F:18])[C:3]([N:5]1[CH2:11][CH2:10][C:9]2[CH:12]=[CH:13][C:14]([CH:16]=[N:21][OH:22])=[CH:15][C:8]=2[CH2:7][CH2:6]1)=[O:4] |f:1.2|. Reported procedure: 3-Trifluoracetyl-2,3,4,5-tetrahydro-1H-3-benzazepine-7-carbaldehyde (20.0 g) and hydroxylamine hydrochloride (6.1 g) in pyridine (140 ml) were stirred overnight and the reaction then evaporated in vacuo. The residue was partitioned between ethyl acetate and 10% sodium carbonate solution and the combined organic layers dried and evaporated to give 3-trifluoracetyl-2,3,4,5-tetrahydro-1H-3-benzazepine-7-carbaldehyde oxime (17.2 g) as a yellow solid. Starting materials: CC1=CN2[C@H]3C[C@@H]([C@H](O3)CO)OC2=NC1=O (2,3'-Anhydrothymidine), [N-]=[N+]=[N-].[Li+] (lithium azide). The solvent is CN(C(C)=O)C (N,N-dimethylacetamide). Conditions: temperature 130 celsius, time 16 hour. Yields the product N(=[N+]=[N-])[C@H]1C[C@@H](O[C@@H]1CO)N1C(=O)NC(=O)C(C)=C1 (3'-azido-3'-deoxythymidine). Isolated yield 79.8%. RXN SMILES: [CH3:1][C:2]1[C:15](=[O:16])[N:14]=[C:13]2[N:4]([C@@H:5]3[O:9][C@H:8]([CH2:10][OH:11])[C@@H:7]([O:12]2)[CH2:6]3)[CH:3]=1.[N-:17]=[N+:18]=[N-:19].[Li+]>CN(C)C(=O)C>[N:17]([C@@H:7]1[C@@H:8]([CH2:10][OH:11])[O:9][C@@H:5]([N:4]2[CH:3]=[C:2]([CH3:1])[C:15](=[O:16])[NH:14][C:13]2=[O:12])[CH2:6]1)=[N+:18]=[N-:19] |f:1.2|. Procedure details: 2,3'-Anhydrothymidine (0.673 g, 3.0 mmol), lithium azide (0.4 g, 9.0 mmol) and N,N-dimethylacetamide (7.5 ml) were heated together with stirring at 130° C. for 16 hr. The products were then worked-up and chromatographed on silica gel to give 3'-azido-3'-deoxythymidine (0.64 g, 80%). identical to authentic material. Starting materials: C(#N)C=1C=CC2=C(SC3=C(CC2)C=CC=C3CO)C1 (3-cyano-6-hydroxymethyl-10,11-dihydrodibenzo[b,f]thiepin), C(#N)C=1C=CC2=C(SC3=C(CC2)C=C(C=C3)CBr)C1 (3-cyano-8-bromomethyl-10,11-dihydrodibenzo[b,f]thiepin). The product is C(#N)C=1C=CC2=C(SC3=C(CC2)C=CC=C3CBr)C1 (3-Cyano-6-bromomethyl-10,11-dihydrodibenzo[b,f]thiepin). Isolated yield 95.0%. As a reaction SMILES: C(C1C=CC2CCC3C=C(C[Br:18])C=CC=3SC=2C=1)#N.[C:20]([C:22]1[CH:23]=[CH:24][C:25]2[CH2:31][CH2:30][C:29]3[CH:32]=[CH:33][CH:34]=[C:35]([CH2:36]O)[C:28]=3[S:27][C:26]=2[CH:38]=1)#[N:21]>>[C:20]([C:22]1[CH:23]=[CH:24][C:25]2[CH2:31][CH2:30][C:29]3[CH:32]=[CH:33][CH:34]=[C:35]([CH2:36][Br:18])[C:28]=3[S:27][C:26]=2[CH:38]=1)#[N:21]. Procedure: As described previously for the 3-cyano-8-bromomethyl-10,11-dihydrodibenzo[b,f]thiepin, the title compound was prepared from 3-cyano-6-hydroxymethyl-10,11-dihydrodibenzo[b,f]thiepin in 95% yield. The reactants are O=C(Cl)C12Cc3cnn(-c4ccc(F)cc4)c3C=C1CCN(S(=O)(=O)c1ccc(N3CCC(F)C3)nc1)C2, OCC1CC(OC2CCCCO2)C1. Yields the product O=C(OCC1CC(OC2CCCCO2)C1)C12Cc3cnn(-c4ccc(F)cc4)c3C=C1CCN(S(=O)(=O)c1ccc(N3CCC(F)C3)nc1)C2. As a reaction SMILES: [F:1][c:2]1[cH:3][cH:4][c:5](-[n:8]2[n:9][cH:10][c:11]3[c:12]2[CH:13]=[C:14]2[CH2:15][CH2:16][N:17]([S:24](=[O:25])(=[O:26])[c:27]4[cH:28][n:29][c:30]([N:33]5[CH2:34][CH:35]([F:38])[CH2:36][CH2:37]5)[cH:31][cH:32]4)[CH2:18][C:19]2([C:21](=[O:22])[Cl:23])[CH2:20]3)[cH:6][cH:7]1.[O:39]1[CH:40]([O:45][CH:46]2[CH2:47][CH:48]([CH2:50][OH:51])[CH2:49]2)[CH2:41][CH2:42][CH2:43][CH2:44]1>>[F:1][c:2]1[cH:3][cH:4][c:5](-[n:8]2[n:9][cH:10][c:11]3[c:12]2[CH:13]=[C:14]2[CH2:15][CH2:16][N:17]([S:24](=[O:25])(=[O:26])[c:27]4[cH:28][n:29][c:30]([N:33]5[CH2:34][CH:35]([F:38])[CH2:36][CH2:37]5)[cH:31][cH:32]4)[CH2:18][C:19]2([C:21](=[O:22])[O:51][CH2:50][CH:48]2[CH2:47][CH:46]([O:45][CH:40]4[O:39][CH2:44][CH2:43][CH2:42][CH2:41]4)[CH2:49]2)[CH2:20]3)[cH:6][cH:7]1. Reagents/catalysts: O=[Pt]=O (PtO2). Reactants: C(C)OC(C(=O)N(CC1=CC=C(C=C1)[N+](=O)[O-])CC1=CC(=CC(=C1)Cl)Cl)=O (ethyl[(3,5-dichlorobenzyl) (4-nitrobenzyl)amino](oxo)acetate). Reported procedure: A suspension of PtO2 (250 mg) in EtOAc (5 mL) was added to a solution of ethyl[(3,5-dichlorobenzyl) (4-nitrobenzyl)amino](oxo)acetate (2.00 g, 4.86 mmol) in EtOH/EtOAc (2/1, 90 mL) under H2 (1 atm). The reaction mixture was stirred vigorously at rt for 30 min. The reaction mixture was filtered over a pad of Celite and silica gel to remove the catalyst. The solvents were removed under reduced pressure. The residue was purified by flash chromatography over silica gel (c-Hex/EtOAc 2/1) to give the ... Solvent: CCO.CCOC(=O)C (EtOH EtOAc), CCOC(=O)C (EtOAc). Isolated yield 65.3%. Conditions: time 30 minute. Product: C(C)OC(C(=O)N(CC1=CC(=CC(=C1)Cl)Cl)CC1=CC=C(C=C1)N)=O (ethyl[(4-aminobenzyl)(3,5-dichlorobenzyl)amino](oxo)acetate). Reaction SMILES: [CH2:1]([O:3][C:4](=[O:27])[C:5]([N:7]([CH2:18][C:19]1[CH:24]=[C:23]([Cl:25])[CH:22]=[C:21]([Cl:26])[CH:20]=1)[CH2:8][C:9]1[CH:14]=[CH:13][C:12]([N+:15]([O-])=O)=[CH:11][CH:10]=1)=[O:6])[CH3:2]>CCOC(C)=O.CCO.CCOC(C)=O.O=[Pt]=O>[CH2:1]([O:3][C:4](=[O:27])[C:5]([N:7]([CH2:8][C:9]1[CH:10]=[CH:11][C:12]([NH2:15])=[CH:13][CH:14]=1)[CH2:18][C:19]1[CH:20]=[C:21]([Cl:26])[CH:22]=[C:23]([Cl:25])[CH:24]=1)=[O:6])[CH3:2] |f:2.3|. Yields the product C(C)(C)(C)OC(=O)N1CC=2N(C3=CC=CC=C3C2CC1)CCOC(C)=O (2-t-Butoxycarbonyl-9-(2-acetoxy-ethyl)-2,3,4,9-tetrahydro-1H-pyrido[3,4-b]indole). Reactants: CN(C)C=O (DMF), C(C)(C)(C)OC(=O)N1CC=2NC3=CC=CC=C3C2CC1 (2-t-butoxycarbonyl-2,3,4,9-tetrahydro-1H-pyrido[3,4-b]indole), [H-].[Na+] (sodium hydride), C(C)(=O)OCCBr (2-acetoxy-1-bromoethane). Run at time 1 hour. Procedure details: Anhydrous DMF solution (10 ml) of 2-t-butoxycarbonyl-2,3,4,9-tetrahydro-1H-pyrido[3,4-b]indole (2.72 g, 10 mol) was mixed with 60% sodium hydride (0.4 g, 10 mmol) and stirred at room temperature for 1 hour. The reaction solution was cooled to −60° C., mixed with 2-acetoxy-1-bromoethane (1.67 g, 10 mmol) and then returned to room temperature while stirring for 1 hour. The reaction solution was mixed with ethyl acetate, washed with water and dried with anhydrous sodium sulfate, and then the solven... The solvent is C(C)(=O)OCC (ethyl acetate). The yield is 53.0%. RXN SMILES: CN(C=O)C.[C:6]([O:10][C:11]([N:13]1[CH2:25][CH2:24][C:23]2[C:22]3[C:17](=[CH:18][CH:19]=[CH:20][CH:21]=3)[NH:16][C:15]=2[CH2:14]1)=[O:12])([CH3:9])([CH3:8])[CH3:7].[H-].[Na+].[C:28]([O:31][CH2:32][CH2:33]Br)(=[O:30])[CH3:29]>C(OCC)(=O)C>[C:6]([O:10][C:11]([N:13]1[CH2:25][CH2:24][C:23]2[C:22]3[C:17](=[CH:18][CH:19]=[CH:20][CH:21]=3)[N:16]([CH2:33][CH2:32][O:31][C:28](=[O:30])[CH3:29])[C:15]=2[CH2:14]1)=[O:12])([CH3:9])([CH3:7])[CH3:8] |f:2.3|.